From a dataset of the Open Reaction Database (ORD), a public repository of structured organic reaction records. describe an organic reaction: reactants, conditions, products, and yield The reactants are O=C(c1ncc[nH]1)c1ncc[nH]1, CC1(C)OC(=O)CC(=O)O1, CCOC(=O)C1=C(COCC(=O)O)NC(C)=C(C(=O)OC)C1c1cccc(Cl)c1Cl, ClCCl, c1ccncc1. Reaction SMILES: [C:1]([c:2]1[nH:3][cH:4][cH:5][n:6]1)([c:7]1[nH:8][cH:9][cH:10][n:11]1)=[O:12].[CH3:49][C:50]1([CH3:58])[O:51][C:52](=[O:57])[CH2:53][C:54](=[O:56])[O:55]1.[Cl:13][c:14]1[c:15]([CH:21]2[C:22]([C:38](=[O:39])[O:40][CH2:41][CH3:42])=[C:23]([CH2:32][O:33][CH2:34][C:35]([OH:36])=[O:37])[NH:24][C:25]([CH3:31])=[C:26]2[C:27](=[O:28])[O:29][CH3:30])[cH:16][cH:17][cH:18][c:19]1[Cl:20].[Cl:59][CH2:60][Cl:61].[cH:43]1[cH:44][cH:45][n:46][cH:47][cH:48]1>>[Cl:13][c:14]1[c:15]([CH:21]2[C:22]([C:38](=[O:39])[O:40][CH2:41][CH3:42])=[C:23]([CH2:32][O:33][CH2:34][C:52]([CH2:53][C:54]([O:55][CH2:50][CH3:58])=[O:56])=[O:57])[NH:24][C:25]([CH3:31])=[C:26]2[C:27](=[O:28])[O:29][CH3:30])[cH:16][cH:17][cH:18][c:19]1[Cl:20]. Product: CCOC(=O)CC(=O)COCC1=C(C(=O)OCC)C(c2cccc(Cl)c2Cl)C(C(=O)OC)=C(C)N1. Starting materials: C1(CC1)N1C=C(C(C2=CC(=C(N=C12)N1CC(CCC1)N1N=NC=C1)F)=O)C(=O)OCC (ethyl 1-cyclopropyl-6-fluoro-7-[3-(1,2,3-triazol-1-yl)piperidin-1-yl]-1,4-dihydro-4-oxo-1,8-naphthyridine-3-carboxylate), Cl (HCl). Product: C1(CC1)N1C=C(C(C2=CC(=C(N=C12)N1CC(CCC1)N1N=NC=C1)F)=O)C(=O)O (1-Cyclopropyl-6-fluoro-7-[3-(1,2,3-triazol-1-yl)piperidin -1-yl]-1,4-dihydro-4-oxo-1,8-naphthyridine-3-carboxylic acid). The yield is 35.9%. Reaction SMILES: [CH:1]1([N:4]2[C:13]3[C:8](=[CH:9][C:10]([F:25])=[C:11]([N:14]4[CH2:19][CH2:18][CH2:17][CH:16]([N:20]5[CH:24]=[CH:23][N:22]=[N:21]5)[CH2:15]4)[N:12]=3)[C:7](=[O:26])[C:6]([C:27]([O:29]CC)=[O:28])=[CH:5]2)[CH2:3][CH2:2]1.Cl>>[CH:1]1([N:4]2[C:13]3[C:8](=[CH:9][C:10]([F:25])=[C:11]([N:14]4[CH2:19][CH2:18][CH2:17][CH:16]([N:20]5[CH:24]=[CH:23][N:22]=[N:21]5)[CH2:15]4)[N:12]=3)[C:7](=[O:26])[C:6]([C:27]([OH:29])=[O:28])=[CH:5]2)[CH2:2][CH2:3]1. Procedure details: A mixture of ethyl 1-cyclopropyl-6-fluoro-7-[3-(1,2,3-triazol-1-yl)piperidin-1-yl]-1,4-dihydro-4-oxo-1,8-naphthyridine-3-carboxylate (90 mg, 0.21 mmol) and 6N-HCl (5 ml) was heated to 100°-110° C. for 6 hrs. The mixture was concentrated and the residue was diluted with water. The pH of aqueous solution was adjusted to 7 by the addition of NH4OH and thus separated solid was filtered, washed with water, acetonitrile and dried to give 30 mg of desired product. m.p. 251°-254° C.; 1H NMR (TFA) δ: 9.2...